From a dataset of the Open Reaction Database (ORD), a public repository of structured organic reaction records. describe an organic reaction: reactants, conditions, products, and yield The reactants are C(C1=CC=CC=C1)OC1=C(OC(=CC1=O)CNS(=O)(=O)C1=CC=C(C=C1)Cl)C(=O)O (3-Benzyloxy-6-[(4-chloro-benzenesulfonylamino)-methyl]-4-oxo-4H-pyran-2-carboxylic acid), C1(=CC=CC=C1)S(=O)(=O)C(C1=CC(C(=C(N1C)C(=O)O)OCC1=CC=CC=C1)=O)N (6-(benzene sulfonyl amino-methyl)-3-benzyloxy-1-methyl-4-oxo-1,4-dihydro-pyridine-2-carboxylic acid). Yields the product C(C1=CC=CC=C1)OC1=C(N(C(=CC1=O)CNS(=O)(=O)C1=CC=C(C=C1)Cl)C)C(=O)O (3-Benzyloxy-6-[(4-chloro-benzenesulfonylamino)-methyl]-1-methyl-4-oxo-1,4-dihydro-pyridine-2-carboxylic acid). The yield is 74.4%. RXN SMILES: [CH2:1]([O:8][C:9]1[C:14](=[O:15])[CH:13]=[C:12]([CH2:16][NH:17][S:18]([C:21]2[CH:26]=[CH:25][C:24]([Cl:27])=[CH:23][CH:22]=2)(=[O:20])=[O:19])O[C:10]=1[C:28]([OH:30])=[O:29])[C:2]1[CH:7]=[CH:6][CH:5]=[CH:4][CH:3]=1.C1(S(C(N)C2[N:46](C)[C:45](C(O)=O)=C(OCC3C=CC=CC=3)C(=O)C=2)(=O)=O)C=CC=CC=1>>[CH2:1]([O:8][C:9]1[C:14](=[O:15])[CH:13]=[C:12]([CH2:16][NH:17][S:18]([C:21]2[CH:26]=[CH:25][C:24]([Cl:27])=[CH:23][CH:22]=2)(=[O:20])=[O:19])[N:46]([CH3:45])[C:10]=1[C:28]([OH:30])=[O:29])[C:2]1[CH:7]=[CH:6][CH:5]=[CH:4][CH:3]=1. Procedure details: 3-Benzyloxy-6-[(4-chloro-benzenesulfonylamino)-methyl]-1-methyl-4-oxo-1,4-dihydro-pyridine-2-carboxylic acid (13-07) (2.3 g, 74.36%) was synthesized as a yellow solid from 3-benzyloxy-6-[(4-chloro-benzenesulfonylamino)-methyl]-4-oxo-4H-pyran-2-carboxylic acid (12-07) (3.0 g, 6.68 mmol) following the procedure described for 6-(benzenesulfonylamino-methyl)-3-benzyloxy-1-methyl-4-oxo-1,4-dihydro-pyridine-2-carboxylic acid (13-01). Starting materials: [BH3-]C#N, CCOC(=O)c1cc2cc(C=O)sc2[nH]1, CC(Cl)Cl, [I-], [I-], [Na+], [Zn+2]. Product: CCOC(=O)c1cc2cc(C)sc2[nH]1. RXN SMILES: [C:16]([BH3-:17])#[N:18].[CH2:1]([CH3:2])[O:3][C:4](=[O:5])[c:6]1[cH:7][c:8]2[c:9]([nH:10]1)[s:11][c:12]([CH:14]=[O:15])[cH:13]2.[Cl:20][CH:21]([Cl:22])[CH3:23].[I-:24].[I-:26].[Na+:19].[Zn+2:25]>>[CH2:1]([CH3:2])[O:3][C:4](=[O:5])[c:6]1[cH:7][c:8]2[c:9]([nH:10]1)[s:11][c:12]([CH3:14])[cH:13]2. Starting materials: [OH-].[Na+] (sodium hydroxide), BrC1=CC=C2C=CNC2=C1 (6-bromoindole), C(\C=C\C(=O)O)(=O)O (fumaric acid), Cl.ClCCN (2-chloroethylamine hydrochloride). Reagents/catalysts: S(=O)(=O)(O)[O-].C(CCC)[N+](CCCC)(CCCC)CCCC (tetrabutylammonium hydrogensulfate). The solvent is C(C)#N (acetonitrile), CC(C)O (2-propanol). The product is C(\C=C\C(=O)O)(=O)O.BrC1=CC=C2C=CN(C2=C1)CCN (2-(6-Bromoindol-1-yl)-1-ethylamine Fumarate). Yield: 81.1%. As a reaction SMILES: [OH-].[Na+].[Br:3][C:4]1[CH:12]=[C:11]2[C:7]([CH:8]=[CH:9][NH:10]2)=[CH:6][CH:5]=1.Cl.Cl[CH2:15][CH2:16][NH2:17].[C:18]([OH:25])(=[O:24])/[CH:19]=[CH:20]/[C:21]([OH:23])=[O:22]>S([O-])(O)(=O)=O.C([N+](CCCC)(CCCC)CCCC)CCC.CC(O)C.C(#N)C>[C:18]([OH:25])(=[O:24])/[CH:19]=[CH:20]/[C:21]([OH:23])=[O:22].[Br:3][C:4]1[CH:12]=[C:11]2[C:7]([CH:8]=[CH:9][N:10]2[CH2:15][CH2:16][NH2:17])=[CH:6][CH:5]=1 |f:0.1,3.4,6.7,10.11|. Reported procedure: To a stirred mixture of powdered sodium hydroxide (0.41 g, 10.2 mmol), tetrabutylammonium hydrogensulfate (0.034 g, 0.1 mmol), 6-bromoindole (0.5 g, 2.5 mmol) and acetonitrile (15 mL) was added 2-chloroethylamine hydrochloride (0.31 g, 2.75 mmol). The mixture heated under reflux for 16 h and partitioned between water (30 mL) and ether (2×30 mL). The combined organic extracts were washed with brine (2×), dried (magnesium sulfate), concentrated in vacuo and purified by column chromatography [SiO2;... Starting materials: C([N+](CC)=S(F)F)C.F[B-](F)(F)F, n1c(nc2c(c1c1cnc(nc1)N)CCN2C1CC(C1)(F)F)N1CCOC[C@@H]1CO. Reagents/catalysts: c1ccc(cc1)-c2c3ccccc3cc4ccccc24 (9-Phenylanthracene). The solvent is CC#N (MeCN). Run at temperature 25 celsius, time 18 hour. Product: Nc1ncc(cn1)c2nc(nc3N(CCc23)C4CC(F)(F)C4)N5CCOC[C@@H]5CF. RXN SMILES: [NH2:1][c:2]1[n:7][cH:6][c:5]([c:8]2[c:16]([c:12]3[n:11][c:10]([N:23]4[C@@H:28]([CH2:29]O)[CH2:27][O:26][CH2:25][CH2:24]4)[n:9]2)[CH2:15][CH2:14][N:13]3[CH:17]5[CH2:22][C:19]([F:21])([F:20])[CH2:18]5)[cH:4][n:3]1.CC[N+](CC)=S(F)[F:30].F[B-](F)(F)F>>[NH2:1][c:2]1[n:7][cH:6][c:5]([c:8]2[c:16]([c:12]3[n:11][c:10]([N:23]4[C@@H:28]([CH2:29][F:30])[CH2:27][O:26][CH2:25][CH2:24]4)[n:9]2)[CH2:15][CH2:14][N:13]3[CH:17]5[CH2:22][C:19]([F:21])([F:20])[CH2:18]5)[cH:4][n:3]1. The reactants are ClC1=CC(=NC(=N1)SC)N1[C@H](COCC1)C ((S)-4-(6-chloro-2-(methylthio)pyrimidin-4-yl)-3-methylmorpholine), ClC1=CC(=NC(=N1)SC)N1[C@H](COCC1)C ((S)-4-(6-chloro-2-(methylthio)pyrimidin-4-yl)-3-methylmorpholine), FC=1C=C(C=NC1)B1OC(C)(C)C(C)(C)O1 (5-fluoropyridine-3-boronic acid pinacol ester), C([O-])([O-])=O.[Na+].[Na+] (sodium carbonate). Solvent: COCCOC.O.CCO (DME H2O EtOH), C(Cl)Cl (DCM). The product is FC=1C=C(C=NC1)C1=CC(=NC(=N1)SC)N1[C@H](COCC1)C ((S)-4-(6-(5-fluoropyridin-3-yl)-2-(methylthio)pyrimidin-4-yl)-3-methylmorpholine). Yield: 104.0%. RXN SMILES: Cl[C:2]1[N:7]=[C:6]([S:8][CH3:9])[N:5]=[C:4]([N:10]2[CH2:15][CH2:14][O:13][CH2:12][C@@H:11]2[CH3:16])[CH:3]=1.[F:17][C:18]1[CH:19]=[C:20](B2OC(C)(C)C(C)(C)O2)[CH:21]=[N:22][CH:23]=1.C(=O)([O-])[O-].[Na+].[Na+]>COCCOC.O.CCO.C(Cl)Cl>[F:17][C:18]1[CH:19]=[C:20]([C:2]2[N:7]=[C:6]([S:8][CH3:9])[N:5]=[C:4]([N:10]3[CH2:15][CH2:14][O:13][CH2:12][C@@H:11]3[CH3:16])[CH:3]=2)[CH:21]=[N:22][CH:23]=1 |f:2.3.4,5.6.7|. Procedure details: A mixture of (S)-4-(6-chloro-2-(methylthio)pyrimidin-4-yl)-3-methylmorpholine (intermediate 4) (850 mg, 3.0 mmol crude), 5-fluoropyridine-3-boronic acid pinacol ester (703 mg, 3.15 mmol), bis(diphenylphosphino)-ferrocenedichloropalladium(II):DCM complex (125 mg, 0.15 mmol) and sodium carbonate (954 mg, 9.0 mmol) in DME/H2O/EtOH (7:3:2, 12 mL) was heated in the microwave at 100° C. for 60 min. The mixture was then diluted with DCM (80 mL), washed with water (150 mL), the organic layer passed thro... Starting materials: CC(C)(C)OC(=O)Nc1cn(-c2ccccc2)nc1NC(=O)c1ccc(CNC(=O)Oc2ccc3ccccc3c2)cc1, CCOC(C)=O, Cl, C1COCCO1. Product: Nc1cn(-c2ccccc2)nc1NC(=O)c1ccc(CNC(=O)Oc2ccc3ccccc3c2)cc1. RXN SMILES: [C:1]([O:2][C:3](=[O:4])[NH:8][c:9]1[c:10]([NH:20][C:21](=[O:22])[c:23]2[cH:24][cH:25][c:26]([CH2:27][NH:28][C:29]([O:30][c:31]3[cH:32][c:33]4[cH:34][cH:35][cH:36][cH:37][c:38]4[cH:39][cH:40]3)=[O:41])[cH:42][cH:43]2)[n:11][n:12](-[c:14]2[cH:15][cH:16][cH:17][cH:18][cH:19]2)[cH:13]1)([CH3:5])([CH3:6])[CH3:7].[CH3:45][CH2:46][O:47][C:48](=[O:49])[CH3:50].[ClH:44].[O:51]1[CH2:52][CH2:53][O:54][CH2:55][CH2:56]1>>[NH2:8][c:9]1[c:10]([NH:20][C:21](=[O:22])[c:23]2[cH:24][cH:25][c:26]([CH2:27][NH:28][C:29]([O:30][c:31]3[cH:32][c:33]4[cH:34][cH:35][cH:36][cH:37][c:38]4[cH:39][cH:40]3)=[O:41])[cH:42][cH:43]2)[n:11][n:12](-[c:14]2[cH:15][cH:16][cH:17][cH:18][cH:19]2)[cH:13]1. Reactants: BrC=1C=C(C=CC1)CCCN1CCN(CC1)C(=O)OCC(=O)NC (2-(methylamino)-2-oxoethyl 4-[3-(3-bromophenyl)propyl]piperazine-1-carboxylate), ClC=1C=C(C=CC1)B(O)O (3-chlorobenzeneboronic acid), aqueous solution, C([O-])([O-])=O.[Na+].[Na+] (sodium carbonate). Solvent: C1(=CC=CC=C1)C (toluene), C(C)O (ethanol). Reaction conditions: temperature 150 celsius. The product is ClC=1C=C(C=CC1)C1=CC(=CC=C1)CCCN1CCN(CC1)C(=O)OCC(=O)NC (2-(methylamino)-2-oxoethyl 4-[3-(3′-chlorobiphenyl-3-yl)propyl]-piperazine-1-carboxylate). The yield is 51.4%. As a reaction SMILES: Br[C:2]1[CH:3]=[C:4]([CH2:8][CH2:9][CH2:10][N:11]2[CH2:16][CH2:15][N:14]([C:17]([O:19][CH2:20][C:21]([NH:23][CH3:24])=[O:22])=[O:18])[CH2:13][CH2:12]2)[CH:5]=[CH:6][CH:7]=1.C(=O)([O-])[O-].[Na+].[Na+].[Cl:31][C:32]1[CH:33]=[C:34](B(O)O)[CH:35]=[CH:36][CH:37]=1>C1(C)C=CC=CC=1.C(O)C>[Cl:31][C:32]1[CH:37]=[C:36]([C:2]2[CH:7]=[CH:6][CH:5]=[C:4]([CH2:8][CH2:9][CH2:10][N:11]3[CH2:16][CH2:15][N:14]([C:17]([O:19][CH2:20][C:21]([NH:23][CH3:24])=[O:22])=[O:18])[CH2:13][CH2:12]3)[CH:3]=2)[CH:35]=[CH:34][CH:33]=1 |f:1.2.3|. Procedure: A suspension of 0.14 g (0.35 mmol) of 2-(methylamino)-2-oxoethyl 4-[3-(3-bromophenyl)propyl]piperazine-1-carboxylate, prepared in step 7.2., in a mixture of 4 ml of toluene and 0.6 ml of ethanol is admixed with 0.08 g (0.07 mol) of the tetrakis(triphenylphosphine)palladium complex, 1.05 ml (2.1 mmol) of a 2M aqueous solution of sodium carbonate and 0.22 g (1.4 mmol) of 3-chlorobenzeneboronic acid. The mixture is heated to 150° C. under microwave irradiation for 5 minutes and the organic phase is... Reactants: C(CC(=O)OCC)(=O)OCC (diethyl malonate), C(C)OC(\C=C\[C@H]1N(C[C@@H](C1)O[Si](C)(C)C(C)(C)C)C(=O)OC(C)(C)C)=O ((E)-3-[(2S,4R)-N-tert-butoxycarbonyl-4-tert-butyldimethylsiloxypyrrolidin-2-yl]-acrylic acid ethyl ester), [O-]CC.[Na+] (sodium ethoxide), C(C)(=O)O (acetic acid), [Na] (sodium). Run in C(C)O (ethanol), C(C)O (ethanol), C(C)O (ethanol). Conditions: time 8 hour. Product: C(C)(C)(C)OC(=O)N1[C@@H](C[C@H](C1)O[Si](C)(C)C(C)(C)C)C(C(C(=O)OCC)C(=O)OCC)CC(=O)OCC (triethyl 2-[(2S,4R)-N-tert-butoxycarbonyl-4-tert-butyldimethylsiloxypyrrolidin-2-yl]-1,1,3-propanetricarboxylate). The yield is 99.7%. RXN SMILES: [Na].[O-]CC.[Na+].[C:6]([O:14][CH2:15][CH3:16])(=[O:13])[CH2:7][C:8]([O:10][CH2:11][CH3:12])=[O:9].[CH2:17]([O:19][C:20](=[O:43])/[CH:21]=[CH:22]/[C@@H:23]1[CH2:27][C@@H:26]([O:28][Si:29]([C:32]([CH3:35])([CH3:34])[CH3:33])([CH3:31])[CH3:30])[CH2:25][N:24]1[C:36]([O:38][C:39]([CH3:42])([CH3:41])[CH3:40])=[O:37])[CH3:18].C(O)(=O)C>C(O)C>[C:39]([O:38][C:36]([N:24]1[CH2:25][C@H:26]([O:28][Si:29]([C:32]([CH3:33])([CH3:34])[CH3:35])([CH3:30])[CH3:31])[CH2:27][C@H:23]1[CH:22]([CH2:21][C:20]([O:19][CH2:17][CH3:18])=[O:43])[CH:7]([C:8]([O:10][CH2:11][CH3:12])=[O:9])[C:6]([O:14][CH2:15][CH3:16])=[O:13])=[O:37])([CH3:42])([CH3:40])[CH3:41] |f:1.2,^1:0|. Procedure: To sodium metal (6.90 g, 0.30 mol), absolute ethanol (300 ml) was gradually added to prepare sodium ethoxide, and a solution of diethyl malonate (151.9 ml, 1.0 mol) in ethanol (500 ml) was dropwise added thereto at room temperature. A solution of (E)-3-[(2S,4R)-N-tert-butoxycarbonyl-4-tert-butyldimethylsiloxypyrrolidin-2-yl]-acrylic acid ethyl ester (400 g, 1.0 mol, compound of Reference Example 1-4) in ethanol (1500 ml) was further added thereto at the same temperature, and stirred overnight. A... Starting materials: Cl (hydrochloric acid), [Si](C)(C)(C(C)(C)C)OCCC1=CC=C(CCN2CCC3(CN(CCO3)C(=O)C=3N=C(SC3)C)CC2)C=C1 ((9-(4-(2-(tert-Butyldimethylsilyloxy)ethyl)phenethyl)-1-oxa-4,9-diazaspiro[5.5]undecan-4-yl)(2-methylthiazol-4-yl)methanone). The solvent is CO (methanol). Reaction conditions: time 1 hour. The product is OCCC1=CC=C(CCN2CCC3(CN(CCO3)C(=O)C=3N=C(SC3)C)CC2)C=C1 ((9-(4-(2-Hydroxyethyl)phenethyl)-1-oxa-4,9-diazaspiro[5.5]undecan-4-yl)(2-methylthiazol-4-yl)methanone). RXN SMILES: Cl.[Si]([O:9][CH2:10][CH2:11][C:12]1[CH:38]=[CH:37][C:15]([CH2:16][CH2:17][N:18]2[CH2:36][CH2:35][C:21]3([O:26][CH2:25][CH2:24][N:23]([C:27]([C:29]4[N:30]=[C:31]([CH3:34])[S:32][CH:33]=4)=[O:28])[CH2:22]3)[CH2:20][CH2:19]2)=[CH:14][CH:13]=1)(C(C)(C)C)(C)C>CO>[OH:9][CH2:10][CH2:11][C:12]1[CH:13]=[CH:14][C:15]([CH2:16][CH2:17][N:18]2[CH2:36][CH2:35][C:21]3([O:26][CH2:25][CH2:24][N:23]([C:27]([C:29]4[N:30]=[C:31]([CH3:34])[S:32][CH:33]=4)=[O:28])[CH2:22]3)[CH2:20][CH2:19]2)=[CH:37][CH:38]=1. Procedure details: Concentrated hydrochloric acid (0.5 mL) was added to a solution of (9-(4-(2-(tert-butyldimethylsilyloxy)ethyl)phenethyl)-1-oxa-4,9-diazaspiro[5.5]undecan-4-yl)(2-methylthiazol-4-yl)methanone (example 5, step d) (0.3 g) in methanol (5 mL) and the resulting solution stirred for 1 h.